From a dataset of the Open Reaction Database (ORD), a public repository of structured organic reaction records. describe an organic reaction: reactants, conditions, products, and yield Reactants: C(CCC)[Li] (n-butyllithium), CCOCC (ether), [Cl-].CC1=C(C(=C(S1)C)C)C[P+](C1=CC=CC=C1)(C1=CC=CC=C1)C1=CC=CC=C1 ((2,4,5-trimethyl-3-thenyl)-triphenylphosphonium chloride), F\C(\C(=O)OCC)=C(/C)\C=O (ethyl 2E-2-fluoro-3-formyl-2-butenoate). Solvent: O1CCCC1 (tetrahydrofuran), O (water). Reaction conditions: temperature -60 celsius. Product: F\C(\C(=O)OCC)=C(\C=C\C1=C(SC(=C1C)C)C)/C (ethyl (2E,4E)-2-fluoro-3-methyl-5-(2,4,5-trimethyl-3-thienyl)-2,4-pentadienoate). The yield is 58.0%. Reaction SMILES: [Cl-].[CH3:2][C:3]1[S:7][C:6]([CH3:8])=[C:5]([CH3:9])[C:4]=1[CH2:10][P+](C1C=CC=CC=1)(C1C=CC=CC=1)C1C=CC=CC=1.C([Li])CCC.[F:35]/[C:36](=[C:42](/[CH:44]=O)\[CH3:43])/[C:37]([O:39][CH2:40][CH3:41])=[O:38].CCOCC>O1CCCC1.O>[F:35]/[C:36](=[C:42](\[CH3:44])/[CH:43]=[CH:10]/[C:4]1[C:5]([CH3:9])=[C:6]([CH3:8])[S:7][C:3]=1[CH3:2])/[C:37]([O:39][CH2:40][CH3:41])=[O:38] |f:0.1|. Reported procedure: A suspension of 21.0 g. (48 mmol) of (2,4,5-trimethyl-3-thenyl)-triphenylphosphonium chloride in tetrahydrofuran was stirred under argon while being cooled to -60° C. The ylide was formed by adding 1.1 equivalents of n-butyllithium and warming to -35° C. for 15 minutes. A solution of 7.7 g. (48 mmol) of ethyl 2E-2-fluoro-3-formyl-2-butenoate in 50 ml. of anhydrous ether was added slowly. This mixture was warmed to 0° C., poured into water, extracted with hexane, washed twice with 60% methanol/wa... The reactants are I[Si](C)(C)C (Iodotrimethylsilane), C(C)OP(=O)(OC1=CC=C(C=C1)/C(=C/C(=O)OC1=C(C(=C(C(=C1Cl)Cl)Cl)Cl)Cl)/C)OCC (pentachlorophenyl (2E)-3-[4-[(diethoxyphosphinyl)oxy]phenyl]-but-2-enoate), C[Si](C)(C)N(C(C(F)(F)F)=O)[Si](C)(C)C (bis(trimethylsilyl)trifluoroacetamide). Solvent: C(Cl)Cl (CH2Cl2), C(Cl)Cl (CH2Cl2). Run at time 1 hour. The product is [PH2](=O)OC1=CC=C(C=C1)/C(=C/C(=O)OC1=C(C(=C(C(=C1Cl)Cl)Cl)Cl)Cl)/C (pentachlorophenyl (2E)-3-[4-(phosphinyloxy)phenyl]-but-2-enoate). As a reaction SMILES: I[Si](C)(C)C.C([O:8][P:9](OCC)([O:11][C:12]1[CH:17]=[CH:16][C:15](/[C:18](/[CH3:34])=[CH:19]/[C:20]([O:22][C:23]2[C:28]([Cl:29])=[C:27]([Cl:30])[C:26]([Cl:31])=[C:25]([Cl:32])[C:24]=2[Cl:33])=[O:21])=[CH:14][CH:13]=1)=O)C.C[Si](N([Si](C)(C)C)C(=O)C(F)(F)F)(C)C>C(Cl)Cl>[PH2:9]([O:11][C:12]1[CH:13]=[CH:14][C:15](/[C:18](/[CH3:34])=[CH:19]/[C:20]([O:22][C:23]2[C:24]([Cl:33])=[C:25]([Cl:32])[C:26]([Cl:31])=[C:27]([Cl:30])[C:28]=2[Cl:29])=[O:21])=[CH:16][CH:17]=1)=[O:8]. Procedure details: Iodotrimethylsilane (2.0 mL, 14.2 mmol) in 5 mL of dry CH2Cl2 was added dropwise to a solution of 11b1 (2.0 g, 3.55 mmol) and bis(trimethylsilyl)trifluoroacetamide (1.8 mL, 7.1 mmol) in 20 mL of dry CH2Cl2 at 0° C. under argon. Stirring was continued for 1 h at 0° C. and 1 h at room temperature. The solution was concentrated in vacuo. The residue was treated with 20 mL of MeCN/H2O (9:1) and 5 drops of conc. HCl for 30 min and concentrated in vacuo. Toluene (5 mL) was added and evaporated twice. ... Reactants: CC(C)(C)N, Nc1nc(Cl)c2ncn(C3C=CC(CO)C3)c2n1. The product is CC(C)(C)Nc1nc(N)nc2c1ncn2C1C=CC(CO)C1. RXN SMILES: [CH3:19][C:20]([CH3:21])([CH3:22])[NH2:23].[NH2:1][c:2]1[n:3][c:4]([Cl:18])[c:5]2[n:6][cH:7][n:8]([CH:11]3[CH:12]=[CH:13][CH:14]([CH2:16][OH:17])[CH2:15]3)[c:9]2[n:10]1>>[NH2:1][c:2]1[n:3][c:4]([NH:23][C:20]([CH3:19])([CH3:21])[CH3:22])[c:5]2[n:6][cH:7][n:8]([CH:11]3[CH:12]=[CH:13][CH:14]([CH2:16][OH:17])[CH2:15]3)[c:9]2[n:10]1. Starting materials: NCC(COC1=C(C=C(C=C1C)C1=NOC(=N1)C1=CC(=NC(=C1)C)Cl)C)O ((RS)-1-amino-3-{4-[5-(2-chloro-6-methyl-pyridin-4-yl)-[1,2,4]oxadiazol-3-yl]-2,6-dimethyl-phenoxy}-propan-2-ol), C(CO)(=O)O (glycolic acid), CCN(C(C)C)C(C)C (DIPEA), CN(C)C(=[N+](C)C)ON1C2=C(C=CC=C2)N=N1.[B-](F)(F)(F)F (TBTU). Run in C(Cl)Cl (DCM), CC(OCC)=O (EA). Run at temperature 0 celsius, time 1 hour. The product is ClC1=NC(=CC(=C1)C1=NC(=NO1)C1=CC(=C(OCC(CNC(CO)=O)O)C(=C1)C)C)C (N-((RS)-3-{4-[5-(2-chloro-6-methyl-pyridin-4-yl)-[1,2,4]oxadiazol-3-yl]-2,6-dimethyl-phenoxy}-2-hydroxy-propyl)-2-hydroxy-acetamide). Yield: 14.9%. RXN SMILES: [NH2:1][CH2:2][CH:3]([OH:27])[CH2:4][O:5][C:6]1[C:11]([CH3:12])=[CH:10][C:9]([C:13]2[N:17]=[C:16]([C:18]3[CH:23]=[C:22]([CH3:24])[N:21]=[C:20]([Cl:25])[CH:19]=3)[O:15][N:14]=2)=[CH:8][C:7]=1[CH3:26].[C:28](O)(=[O:31])[CH2:29][OH:30].CCN(C(C)C)C(C)C.CN(C(ON1N=NC2C=CC=CC1=2)=[N+](C)C)C.[B-](F)(F)(F)F>C(Cl)Cl.CC(=O)OCC>[Cl:25][C:20]1[CH:19]=[C:18]([C:16]2[O:15][N:14]=[C:13]([C:9]3[CH:10]=[C:11]([CH3:12])[C:6]([O:5][CH2:4][CH:3]([OH:27])[CH2:2][NH:1][C:29](=[O:30])[CH2:28][OH:31])=[C:7]([CH3:26])[CH:8]=3)[N:17]=2)[CH:23]=[C:22]([CH3:24])[N:21]=1 |f:3.4|. Procedure details: To a solution of (RS)-1-amino-3-{4-[5-(2-chloro-6-methyl-pyridin-4-yl)-[1,2,4]oxadiazol-3-yl]-2,6-dimethyl-phenoxy}-propan-2-ol (134 mg, 0.345 mmol) in DCM (10 mL), glycolic acid (54 mg, 0.707 mmol) and DIPEA (132 mg, 1.02 mmol) is added. The mixture is cooled to 0° C. and TBTU (134 mg, 0.416 mmol) is added. The mixture is stirred at 0° C. for 1 h, then at rt for 16 h before it is diluted with EA (250 mL), washed with 1 N aq. NaOH solution (3×25 mL), 1 N aq. KHSO4 (25 mL) and brine (25 mL), drie... The reactants are OC1(CCN(CC1)CC1C(C2=CC=C(C=C2C1)O)O)CC1=CC=C(C=C1)C ((1RS, 2SR)-2-[4-hydroxy-4-(4-methyl-benzyl)-piperidine-1-ylmethyl]-indan-1,5-diol), Cl (HCl), O (H2O), C(=O)(O)[O-].[Na+] (NaHCO3). Run in CCOC(=O)C (EtOAc). Yields the product OC1=CC=C2C=C(CC2=C1)CN1CCC(CC1)(O)CC1=CC=C(C=C1)C (1-(6-hydroxy-1H-inden-2-ylmethyl)-4-(4-methyl-benzyl)-piperidin-4-ol). Yield: 100.0%. As a reaction SMILES: [OH:1][C:2]1([CH2:20][C:21]2[CH:26]=[CH:25][C:24]([CH3:27])=[CH:23][CH:22]=2)[CH2:7][CH2:6][N:5]([CH2:8][CH:9]2[CH2:17][C:16]3[C:11](=[CH:12][CH:13]=[C:14]([OH:18])[CH:15]=3)[CH:10]2O)[CH2:4][CH2:3]1.Cl.O.C([O-])(O)=O.[Na+]>CCOC(C)=O>[OH:18][C:14]1[CH:15]=[C:16]2[C:11]([CH:10]=[C:9]([CH2:8][N:5]3[CH2:6][CH2:7][C:2]([CH2:20][C:21]4[CH:26]=[CH:25][C:24]([CH3:27])=[CH:23][CH:22]=4)([OH:1])[CH2:3][CH2:4]3)[CH2:17]2)=[CH:12][CH:13]=1 |f:3.4|. Reported procedure: (1RS,2RS) and (1RS, 2SR)-2-[4-hydroxy-4-(4-methyl-benzyl)-piperidine-1-ylmethyl]-indan-1,5-diol (310 mg, 0.84 mmol) and ethanolic HCl (5 eq.) was heated in EtOAc (30 ml) at 65° C. for 1.5 hr. Distilled H2O (30 ml) and 10% NaHCO3 (30 ml) was added and the mixture shaken, the aqueous phase was further extracted with EtOAc (2×20 ml) and the combined organic extracts were washed with satd. NaCl solution (30 ml), dried (Na2SO4) and filtered. Evaporation of the solvent afforded 1-(6-hydroxy-1H-inden-2... Starting materials: O=C([O-])[O-], CO, CC1(C#Cc2cnc3c(c2)C2(COC(N)=N2)c2cc(OS(=O)(=O)C(F)(F)F)ccc2O3)COC1, OB(O)c1cccnc1F, [K+], [K+], c1ccc(P(c2ccccc2)(c2ccccc2)[Pd](P(c2ccccc2)(c2ccccc2)c2ccccc2)(P(c2ccccc2)(c2ccccc2)c2ccccc2)P(c2ccccc2)(c2ccccc2)c2ccccc2)cc1. Product: CC1(C#Cc2cnc3c(c2)C2(COC(N)=N2)c2cc(-c4cccnc4F)ccc2O3)COC1. Reaction SMILES: [C:45](=[O:46])([O-:47])[O-:48].[CH3:51][OH:52].[F:1][C:2]([F:3])([F:4])[S:5]([O:6][c:7]1[cH:8][c:9]2[c:25]([cH:26][cH:27]1)[O:24][c:12]1[c:11]([cH:16][c:15]([C:17]#[C:18][C:19]3([CH3:23])[CH2:20][O:21][CH2:22]3)[cH:14][n:13]1)[C:10]21[N:28]=[C:29]([NH2:32])[O:30][CH2:31]1)(=[O:33])=[O:34].[F:35][c:36]1[n:37][cH:38][cH:39][cH:40][c:41]1[B:42]([OH:43])[OH:44].[K+:49].[K+:50].[cH:53]1[cH:54][cH:55][c:56]([P:57]([Pd:58]([P:59]([c:60]2[cH:61][cH:62][cH:63][cH:64][cH:65]2)([c:66]2[cH:67][cH:68][cH:69][cH:70][cH:71]2)[c:72]2[cH:73][cH:74][cH:75][cH:76][cH:77]2)([P:78]([c:79]2[cH:80][cH:81][cH:82][cH:83][cH:84]2)([c:85]2[cH:86][cH:87][cH:88][cH:89][cH:90]2)[c:91]2[cH:92][cH:93][cH:94][cH:95][cH:96]2)[P:97]([c:98]2[cH:99][cH:100][cH:101][cH:102][cH:103]2)([c:104]2[cH:105][cH:106][cH:107][cH:108][cH:109]2)[c:110]2[cH:111][cH:112][cH:113][cH:114][cH:115]2)([c:116]2[cH:117][cH:118][cH:119][cH:120][cH:121]2)[c:122]2[cH:123][cH:124][cH:125][cH:126][cH:127]2)[cH:128][cH:129]1>>[c:7]1(-[c:41]2[c:36]([F:35])[n:37][cH:38][cH:39][cH:40]2)[cH:8][c:9]2[c:25]([cH:26][cH:27]1)[O:24][c:12]1[c:11]([cH:16][c:15]([C:17]#[C:18][C:19]3([CH3:23])[CH2:20][O:21][CH2:22]3)[cH:14][n:13]1)[C:10]21[N:28]=[C:29]([NH2:32])[O:30][CH2:31]1.